Dataset: the Open Reaction Database (ORD), a public repository of structured organic reaction records. Task: describe an organic reaction: reactants, conditions, products, and yield Yields the product Clc1cc(Cl)n2ncc(Br)c2n1. Reactants: O=C1CCC(=O)N1Br, ClC(Cl)Cl, Clc1cc(Cl)n2nccc2n1. RXN SMILES: [Br:12][N:13]1[C:14](=[O:15])[CH2:16][CH2:17][C:18]1=[O:19].[CH:20]([Cl:21])([Cl:22])[Cl:23].[Cl:1][c:2]1[n:3][c:4]2[n:5]([c:6]([Cl:8])[cH:7]1)[n:9][cH:10][cH:11]2>>[Cl:1][c:2]1[n:3][c:4]2[n:5]([c:6]([Cl:8])[cH:7]1)[n:9][cH:10][c:11]2[Br:12]. The reactants are CC1OC(=O)C2=CC(=CC=C12)[N+](=O)[O-] (3-methyl-6-nitrophthalide). The reagents and catalysts are [C].[Pd] (palladium carbon). The solvent is C(C)O (ethanol). Conditions: time 5 hour. The product is NC1=CC=C2C(OC(=O)C2=C1)C (6-amino-3-methylphtalide). Yield: 88.3%. As a reaction SMILES: [CH3:1][CH:2]1[C:11]2[C:6](=[CH:7][C:8]([N+:12]([O-])=O)=[CH:9][CH:10]=2)[C:4](=[O:5])[O:3]1>C(O)C.[C].[Pd]>[NH2:12][C:8]1[CH:7]=[C:6]2[C:11]([CH:2]([CH3:1])[O:3][C:4]2=[O:5])=[CH:10][CH:9]=1 |f:2.3|. Reported procedure: 78.00 g of 3-methyl-6-nitrophthalide (3-3) was dissolved in 1.2 l of ethanol and 4.0 g of 5% palladium carbon was added thereto, and under a hydrogen atmosphere, the resulting mixture was stirred at a room temperature for 5 hours. The catalyst was filtered off, and thereafter, the filtrate was concentrated under reduced pressure, and the precipitated crystal was purified by recrystallizing (ethanol:water) to obtain 58.21 g of 6-amino-3-methylphtalide (3-4).